This data is from the Open Reaction Database (ORD), a public repository of structured organic reaction records. The task is: describe an organic reaction: reactants, conditions, products, and yield Reactants: C(C)(=O)C=1C(=C(C=C(C1)C#N)NC1=NN2C(C(=N1)NC1CC1)=NC=C2C#N)Cl (2-((3-acetyl-2-chloro-5-cyanophenyl)amino)-4-(cyclopropylamino)imidazo[2,1-f][1,2,4]triazine-7-carbonitrile), C[Mg+].[Br-] (MeMgBr). Yields the product ClC1=C(C=C(C=C1C(C)(C)O)C#N)NC1=NN2C(C(=N1)NC1CC1)=NC=C2C#N (2-((2-chloro-5-cyano-3-(2-hydroxypropan-2-yl)phenyl)amino)-4-(cyclopropylamino)imidazo[2,1-f][1,2,4]triazine-7-carbonitrile). Yield: 12.6%. Reaction SMILES: [C:1]([C:4]1[C:5]([Cl:28])=[C:6]([NH:12][C:13]2[N:18]=[C:17]([NH:19][CH:20]3[CH2:22][CH2:21]3)[C:16]3=[N:23][CH:24]=[C:25]([C:26]#[N:27])[N:15]3[N:14]=2)[CH:7]=[C:8]([C:10]#[N:11])[CH:9]=1)(=[O:3])[CH3:2].[CH3:29][Mg+].[Br-]>>[Cl:28][C:5]1[C:4]([C:1]([OH:3])([CH3:29])[CH3:2])=[CH:9][C:8]([C:10]#[N:11])=[CH:7][C:6]=1[NH:12][C:13]1[N:18]=[C:17]([NH:19][CH:20]2[CH2:21][CH2:22]2)[C:16]2=[N:23][CH:24]=[C:25]([C:26]#[N:27])[N:15]2[N:14]=1 |f:1.2|. Procedure details: A solution of 2-((3-acetyl-2-chloro-5-cyanophenyl)amino)-4-(cyclopropylamino)imidazo[2,1-f][1,2,4]triazine-7-carbonitrile (Example 675) (60 mg, 0.15 mmol) in TIIF (8 mL) was cooled in an ice bath and MeMgBr (3 M in THF, 0.26 mL, 0.76 mmol) was added and the reaction was allowed to warm to room temperature. It was quenched with sat. aq. NH4Cl solution and extracted twice with EtOAc. The organic extracts were washed with brine, dried with sodium sulfate, and the solvent removed. HPLC purification ... The reactants are CCN(C(C)C)C(C)C, ClCc1cc2cccc(Cl)c2nc1-c1ccccc1Cl, [I-], [Li+], NN1CCOCC1, CN(C)C=O. Product: Clc1ccccc1-c1nc2c(Cl)cccc2cc1CNN1CCOCC1. As a reaction SMILES: [CH:21]([N:22]([CH2:23][CH3:24])[CH:25]([CH3:26])[CH3:27])([CH3:28])[CH3:29].[Cl:1][c:2]1[cH:3][cH:4][cH:5][c:6]2[cH:7][c:8]([CH2:19][Cl:20])[c:9](-[c:12]3[c:13]([Cl:18])[cH:14][cH:15][cH:16][cH:17]3)[n:10][c:11]12.[I-:30].[Li+:31].[NH2:32][N:33]1[CH2:34][CH2:35][O:36][CH2:37][CH2:38]1.[O:39]=[CH:40][N:41]([CH3:42])[CH3:43]>>[Cl:1][c:2]1[cH:3][cH:4][cH:5][c:6]2[cH:7][c:8]([CH2:19][NH:32][N:33]3[CH2:34][CH2:35][O:36][CH2:37][CH2:38]3)[c:9](-[c:12]3[c:13]([Cl:18])[cH:14][cH:15][cH:16][cH:17]3)[n:10][c:11]12. Reactants: C(N)(=S)C1=CC=C(C(=O)OC)C=C1 (methyl 4-thiocarbamoylbenzoate), ClC=1C=C(C(CBr)=O)C=CC1 (3-chlorophenacyl bromide). Yields the product ClC=1C=C(C=CC1)C=1N=C(SC1)C1=CC=C(C(=O)OC)C=C1 (methyl 4-[4-(3-chlorophenyl)-2-thiazolyl]benzoate). Isolated yield 72.0%. Reaction SMILES: [C:1]([C:4]1[CH:13]=[CH:12][C:7]([C:8]([O:10][CH3:11])=[O:9])=[CH:6][CH:5]=1)(=[S:3])[NH2:2].[Cl:14][C:15]1[CH:16]=[C:17]([CH:22]=[CH:23][CH:24]=1)[C:18](=O)[CH2:19]Br>>[Cl:14][C:15]1[CH:16]=[C:17]([C:18]2[N:2]=[C:1]([C:4]3[CH:13]=[CH:12][C:7]([C:8]([O:10][CH3:11])=[O:9])=[CH:6][CH:5]=3)[S:3][CH:19]=2)[CH:22]=[CH:23][CH:24]=1. Procedure details: In the same manner as in Example 28, methyl 4-thiocarbamoylbenzoate was reacted with 3-chlorophenacyl bromide to obtain methyl 4-[4-(3-chlorophenyl)-2-thiazolyl]benzoate. The product was recrystallized from ethanol. Yield: 72%. Pale yellow prisms. Melting point: 150 to 151° C. The reactants are ClC1=CC=C(C=C1)C1=NC=2N(C(=C1)C1CC1)N=CC2C(=O)O (5-(4-chloro-phenyl)-7-cyclopropyl-pyrazolo[1,5-a]pyrimidine-3-carboxylic acid), NC=1C=C(C=CC1)S(=O)(=O)NC(CO)(C)C (3-amino-N-(2-hydroxy-1,1-dimethyl-ethyl)-benzenesulfonamide). Product: OCC(C)(C)NS(=O)(=O)C=1C=C(C=CC1)NC(=O)C=1C=NN2C1N=C(C=C2C2CC2)C2=CC=C(C=C2)Cl (5-(4-Chloro-phenyl)-7-cyclopropyl-pyrazolo[1,5-a]pyrimidine-3-carboxylic acid[3-(2-hydroxy-1,1-dimethyl-ethylsulfamoyl)-phenyl]-amide). As a reaction SMILES: [Cl:1][C:2]1[CH:7]=[CH:6][C:5]([C:8]2[CH:13]=[C:12]([CH:14]3[CH2:16][CH2:15]3)[N:11]3[N:17]=[CH:18][C:19]([C:20](O)=[O:21])=[C:10]3[N:9]=2)=[CH:4][CH:3]=1.[NH2:23][C:24]1[CH:25]=[C:26]([S:30]([NH:33][C:34]([CH3:38])([CH3:37])[CH2:35][OH:36])(=[O:32])=[O:31])[CH:27]=[CH:28][CH:29]=1>>[OH:36][CH2:35][C:34]([NH:33][S:30]([C:26]1[CH:25]=[C:24]([NH:23][C:20]([C:19]2[CH:18]=[N:17][N:11]3[C:12]([CH:14]4[CH2:16][CH2:15]4)=[CH:13][C:8]([C:5]4[CH:4]=[CH:3][C:2]([Cl:1])=[CH:7][CH:6]=4)=[N:9][C:10]=23)=[O:21])[CH:29]=[CH:28][CH:27]=1)(=[O:32])=[O:31])([CH3:38])[CH3:37]. Reported procedure: The title compound was prepared from 5-(4-chloro-phenyl)-7-cyclopropyl-pyrazolo[1,5-a]pyrimidine-3-carboxylic acid (example C.28) and 3-amino-N-(2-hydroxy-1,1-dimethyl-ethyl)-benzenesulfonamide (example B.8) according to general procedure II. Pale-yellow solid. MS (ISP) 540.5 [(M+H)+]. Reactants: COC(=O)C=1SC(=CC1N)C#CC(C)(C)C (3-amino-5-(3,3-dimethyl-but-1-ynyl)-thiophene-2-carboxylic acid methyl ester), O1C[C@H](CC1)OC1CCC(CC1)=O (4-(tetrahydro-furan-3(S)-yloxy)-cyclohexanone), C(=O)(C(F)(F)F)O (TFA), C(C)[SiH](CC)CC (triethylsilane). Solvent: C(Cl)Cl (CH2Cl2). Conditions: time 22 hour. Product: COC(=O)C=1SC(=CC1N[C@@H]1CC[C@H](CC1)OC1COCC1)C#CC(C)(C)C (5-(3,3-dimethyl-but-1-ynyl)-3-[4-(tetrahydro-furan-3-yloxy)-trans-cyclohexylamino]-thiophene-2-carboxylic acid methyl ester). Yield: 31.6%. As a reaction SMILES: [CH3:1][O:2][C:3]([C:5]1[S:6][C:7]([C:11]#[C:12][C:13]([CH3:16])([CH3:15])[CH3:14])=[CH:8][C:9]=1[NH2:10])=[O:4].[O:17]1[CH2:21][CH2:20][C@H:19]([O:22][CH:23]2[CH2:28][CH2:27][C:26](=O)[CH2:25][CH2:24]2)[CH2:18]1.C(O)(C(F)(F)F)=O.C([SiH](CC)CC)C>C(Cl)Cl>[CH3:1][O:2][C:3]([C:5]1[S:6][C:7]([C:11]#[C:12][C:13]([CH3:16])([CH3:15])[CH3:14])=[CH:8][C:9]=1[NH:10][C@H:26]1[CH2:25][CH2:24][C@H:23]([O:22][CH:19]2[CH2:20][CH2:21][O:17][CH2:18]2)[CH2:28][CH2:27]1)=[O:4]. Procedure: A mixture of 3-amino-5-(3,3-dimethyl-but-1-ynyl)-thiophene-2-carboxylic acid methyl ester (2.41 g, 10.2 mmol), 4-(tetrahydro-furan-3(S)-yloxy)-cyclohexanone (1.6 g, 8.5 mmol), TFA (2.6 mL, 34 mmol) and triethylsilane (2.7 mL, 17 mmol) in CH2Cl2 (12 mL) was stirred for 22 h at room temperature. The reaction was concentrated in vacuo and the crude oil was dissolved in toluene (50 mL) and concentrated (repeat) to give a yellow solid. The crude solid was purified by column chromatography (10-25% eth... The reactants are CO (methanol), O.O.C1(=CC=CC=C1)P(C1=CC=CC=C1)C1=CC(=CC=C1)S(=O)(=O)[O-].[K+] (potassium diphenylphosphinobenzene-m-monosulfonate dihydrate), O.S(=O)(=O)([O-])[O-].[Li+].[Li+] (lithium sulfate monohydrate). Procedure: A one-liter three-necked flask equipped with stirrer, reflux condenser and nitrogen gas inlet and outlet was charged under nitrogen atmosphere with 250 ml of methanol, 250 ml of isopropanol and 157 g of potassium diphenylphosphinobenzene-m-monosulfonate dihydrate obtained in Reference Example 2, thereafter 48 g of lithium sulfate monohydrate. The mixture was refluxed for 6 hours with stirring. After completion of the reaction, inorganic salts were removed by filtration. To the obtained mother li... As a reaction SMILES: CO.O.O.[C:5]1([P:11]([C:18]2[CH:23]=[CH:22][CH:21]=[C:20]([S:24]([O-:27])(=[O:26])=[O:25])[CH:19]=2)[C:12]2[CH:17]=[CH:16][CH:15]=[CH:14][CH:13]=2)[CH:10]=[CH:9][CH:8]=[CH:7][CH:6]=1.[K+].O.S([O-])([O-])(=O)=O.[Li+:35].[Li+]>C(O)(C)C>[C:5]1([P:11]([C:18]2[CH:23]=[CH:22][CH:21]=[C:20]([S:24]([O-:27])(=[O:26])=[O:25])[CH:19]=2)[C:12]2[CH:13]=[CH:14][CH:15]=[CH:16][CH:17]=2)[CH:6]=[CH:7][CH:8]=[CH:9][CH:10]=1.[Li+:35] |f:1.2.3.4,5.6.7.8,10.11|. Run in C(C)(C)O (isopropanol). Yields the product C1(=CC=CC=C1)P(C1=CC=CC=C1)C1=CC(=CC=C1)S(=O)(=O)[O-].[Li+] (lithium diphenylphosphinobenzene-m-monosulfonate).